From a dataset of the Open Reaction Database (ORD), a public repository of structured organic reaction records. describe an organic reaction: reactants, conditions, products, and yield Reactants: C(C)OC(=O)C=1C(=C2C(=C(N1)C#N)N(C(=C2Br)Br)CC2=CC=C(C=C2)F)O (2,3-dibromo-7-cyano-1-(4-fluoro-benzyl)-4-hydroxy-1H-pyrrolo[2,3-c]pyridine-5-carboxylic acid ethyl ester), C(=O)[O-].[NH4+] (ammonium formate). Procedure: Prepared in analogy to that of Example 6(a) from 2,3-dibromo-7-cyano-1-(4-fluoro-benzyl)-4-hydroxy-1H-pyrrolo[2,3-c]pyridine-5-carboxylic acid ethyl ester, ammonium formate and Pd/C. The title compound, ESI MS (m/z): 340 (M+H)+. The reagents and catalysts are [Pd] (Pd/C). Product: C(C)OC(=O)C=1C(=C2C(=C(N1)C#N)N(C=C2)CC2=CC=C(C=C2)F)O (7-Cyano-1-(4-fluoro-benzyl)-4-hydroxy-1H-pyrrolo[2,3-c]pyridine-5-carboxylic acid ethyl ester). As a reaction SMILES: [CH2:1]([O:3][C:4]([C:6]1[C:7]([OH:27])=[C:8]2[C:16](Br)=[C:15](Br)[N:14]([CH2:19][C:20]3[CH:25]=[CH:24][C:23]([F:26])=[CH:22][CH:21]=3)[C:9]2=[C:10]([C:12]#[N:13])[N:11]=1)=[O:5])[CH3:2].C([O-])=O.[NH4+]>[Pd]>[CH2:1]([O:3][C:4]([C:6]1[C:7]([OH:27])=[C:8]2[CH:16]=[CH:15][N:14]([CH2:19][C:20]3[CH:21]=[CH:22][C:23]([F:26])=[CH:24][CH:25]=3)[C:9]2=[C:10]([C:12]#[N:13])[N:11]=1)=[O:5])[CH3:2] |f:1.2|. Reactants: C([O-])([O-])=O.[K+].[K+] (potassium carbonate), CC(C(=O)OCC)C(=O)OCC (diethyl methylmalonate), CC=1C=C(CCl)C=CC1 (3-methylbenzyl chloride). The reagents and catalysts are [I-].[K+] (potassium iodide), C1COCCOCCOCCOCCOCCO1 (18-crown-6). Solvent: C1(=CC=CC=C1)C (toluene). Reaction conditions: temperature 85 celsius. The product is CC(C(=O)OCC)(C(=O)OCC)CC1=CC(=CC=C1)C (diethyl 2-methyl-2-(3-methylbenzyl)-malonate). The yield is 65.9%. RXN SMILES: C(=O)([O-])[O-].[K+].[K+].[CH3:7][CH:8]([C:14]([O:16][CH2:17][CH3:18])=[O:15])[C:9]([O:11][CH2:12][CH3:13])=[O:10].[CH3:19][C:20]1[CH:21]=[C:22]([CH:25]=[CH:26][CH:27]=1)[CH2:23]Cl>[I-].[K+].C1OCCOCCOCCOCCOCCOC1.C1(C)C=CC=CC=1>[CH3:7][C:8]([CH2:19][C:20]1[CH:27]=[CH:26][CH:25]=[C:22]([CH3:23])[CH:21]=1)([C:9]([O:11][CH2:12][CH3:13])=[O:10])[C:14]([O:16][CH2:17][CH3:18])=[O:15] |f:0.1.2,5.6|. Procedure details: 500 ml of toluene, 207 g of ground potassium carbonate, 8 g of potassium iodide, 7 g of 18-crown-6 and 209 g of diethyl methylmalonate were initially introduced into a 2 l four-necked flask. The mixture was heated to 85° C. with stirring. 141 g of 3-methylbenzyl chloride were added dropwise in the course of half an hour and the mixture was then stirred at 90° C. for 8 hours. After cooling, the salts were removed by repeatedly shaking with water and the organic layer was distilled. 184 g of dieth... Reactants: O=C(O)c1ccc(Oc2ccc(CCC(=O)N3CCN(Cc4ccc5c(c4)OCO5)CC3)cc2)nc1, C1CCOC1, Nc1ccc(Cl)c(Cl)c1. Product: O=C(Nc1ccc(Cl)c(Cl)c1)c1ccc(Oc2ccc(CCC(=O)N3CCN(Cc4ccc5c(c4)OCO5)CC3)cc2)nc1. Reaction SMILES: [CH2:1]([c:2]1[cH:3][c:4]2[c:8]([cH:9][cH:10]1)[O:7][CH2:6][O:5]2)[N:11]1[CH2:12][CH2:13][N:14]([C:17]([CH2:18][CH2:19][c:20]2[cH:21][cH:22][c:23]([O:24][c:25]3[n:26][cH:27][c:28]([C:29](=[O:30])[OH:31])[cH:32][cH:33]3)[cH:34][cH:35]2)=[O:36])[CH2:15][CH2:16]1.[CH2:46]1[O:47][CH2:48][CH2:49][CH2:50]1.[NH2:37][c:38]1[cH:39][cH:40][c:41]([Cl:42])[c:43]([Cl:44])[cH:45]1>>[CH2:1]([c:2]1[cH:3][c:4]2[c:8]([cH:9][cH:10]1)[O:7][CH2:6][O:5]2)[N:11]1[CH2:12][CH2:13][N:14]([C:17]([CH2:18][CH2:19][c:20]2[cH:21][cH:22][c:23]([O:24][c:25]3[n:26][cH:27][c:28]([C:29](=[O:31])[NH:37][c:38]4[cH:39][cH:40][c:41]([Cl:42])[c:43]([Cl:44])[cH:45]4)[cH:32][cH:33]3)[cH:34][cH:35]2)=[O:36])[CH2:15][CH2:16]1. Starting materials: [C@@H]1(C[C@H](O)[C@@H](CO)O1)N1C(=O)NC(=O)C(C)=C1 (thymidine), C(CCCCC)SC1=C2N=CNC2=NC=N1 (6-Hexylthio-9H-purine), Purine nucleoside, F[C@H]1C[C@@H](O[C@@H]1CO)N1C(=O)NC(=O)C=C1 (2',3'-dideoxy-3'-fluorouridine), [N-]=[N+]=[N-].[K+] (potassium azide). Run in CO (MeOH), P(=O)([O-])([O-])[O-].[K+].[K+].[K+] (potassium phosphate). Conditions: temperature 45 celsius, time 7 day. Yields the product F[C@H]1C[C@@H](O[C@@H]1CO)N1C2=NC=NC(=C2N=C1)SCCCCCC (9-(2,3-dideoxy-3-fluoro-β-D-erythro-pentofuranosyl)-6-hexylthio-9H -purine). Isolated yield 59.8%. Reaction SMILES: [CH2:1]([S:7][C:8]1[N:16]=[CH:15][N:14]=[C:13]2[C:9]=1[N:10]=[CH:11][NH:12]2)[CH2:2][CH2:3][CH2:4][CH2:5][CH3:6].[F:17][C@@H:18]1[C@@H:22]([CH2:23][OH:24])[O:21][C@@H:20](N2C=CC(=O)NC2=O)[CH2:19]1.[N-]=[N+]=[N-].[K+].[C@@H]1(N2C=C(C)C(=O)NC2=O)O[C@H](CO)[C@@H](O)C1>P([O-])([O-])([O-])=O.[K+].[K+].[K+].CO>[F:17][C@@H:18]1[C@@H:22]([CH2:23][OH:24])[O:21][C@@H:20]([N:12]2[CH:11]=[N:10][C:9]3[C:13]2=[N:14][CH:15]=[N:16][C:8]=3[S:7][CH2:1][CH2:2][CH2:3][CH2:4][CH2:5][CH3:6])[CH2:19]1 |f:2.3,5.6.7.8|. Procedure details: 6-Hexylthio-9H-purine (0.59 g, 2.5 mmoles) (Alfred Bader Division of Aldrich Chemical Company) and 2',3'-dideoxy-3'-fluorouridine (0.70 g, 3.0 mmoles) were suspended in 50 ml 10 mM potassium phosphate buffer, pH 7.0, containing 0.04% potassium azide. Purine nucleoside phosphorylase (1120 I.U.) and thymidine phosphorylase (10,000 I.U.) (Krenitsky, et al., Biochemistry, 20, 3615, 1981 and U.S. Pat. No. 4,381,344) immobilized on DEAE cellulose was added to the reaction and the suspension was stirre...